This data is from the Open Reaction Database (ORD), a public repository of structured organic reaction records. The task is: describe an organic reaction: reactants, conditions, products, and yield Starting materials: BrC1=NN(C2=CC=C(C=C12)[N+](=O)[O-])CCN1CCCC1 (3-bromo-5-nitro-1-(2-pyrrolidin-1-yl-ethyl)-1H-indazole), [Cl-].[NH4+] (ammonium chloride). The reagents and catalysts are [Fe] (iron). Solvent: C(C)O (ethanol). Run at time 15 minute. The product is BrC1=NN(C2=CC=C(C=C12)N)CCN1CCCC1 (3-bromo-1-(2-pyrrolidin-1-yl-ethyl)-1H-indazol-5-ylamine). Isolated yield 69.3%. RXN SMILES: [Br:1][C:2]1[C:10]2[C:5](=[CH:6][CH:7]=[C:8]([N+:11]([O-])=O)[CH:9]=2)[N:4]([CH2:14][CH2:15][N:16]2[CH2:20][CH2:19][CH2:18][CH2:17]2)[N:3]=1.[Cl-].[NH4+]>C(O)C.[Fe]>[Br:1][C:2]1[C:10]2[C:5](=[CH:6][CH:7]=[C:8]([NH2:11])[CH:9]=2)[N:4]([CH2:14][CH2:15][N:16]2[CH2:20][CH2:19][CH2:18][CH2:17]2)[N:3]=1 |f:1.2|. Procedure details: A mixture of 3-bromo-5-nitro-1-(2-pyrrolidin-1-yl-ethyl)-1H-indazole (1.9 g, 5.6 mmol), iron powder (3.1 g, 56 mmol), and ammonium chloride (0.15 g, 2.8 mmol) in 80% ethanol was heated to reflux for 3 hours, cooled to room temperature and concentrated under reduced pressure. The residue was taken up and stirred in triethylamine/ethyl acetate (1/4, 20 mL) for 15 minutes, filtered through a plug of silica gel, which was rinsed with triethylamine/ethyl acetate (1/4), and the filtrate concentrated u...